Task: describe an organic reaction: reactants, conditions, products, and yield. Dataset: the Open Reaction Database (ORD), a public repository of structured organic reaction records Starting materials: C1CCNC1, ClCCl, O=C(CCl)Nc1ccc(I)cc1. Reaction SMILES: [CH2:1]1[CH2:2][CH2:3][NH:4][CH2:5]1.[Cl:18][CH2:19][Cl:20].[Cl:6][CH2:7][C:8](=[O:9])[NH:10][c:11]1[cH:12][cH:13][c:14]([I:17])[cH:15][cH:16]1>>[CH2:1]1[CH2:2][CH2:3][N:4]([CH2:7][C:8](=[O:9])[NH:10][c:11]2[cH:12][cH:13][c:14]([I:17])[cH:15][cH:16]2)[CH2:5]1. Product: O=C(CN1CCCC1)Nc1ccc(I)cc1. The reactants are C1CCOC1, Cl, CCOC(=O)c1ccc2ccc3c4ccccc4ccc3c2c1. The product is OCc1ccc2ccc3c4ccccc4ccc3c2c1. RXN SMILES: [CH2:25]1[O:26][CH2:27][CH2:28][CH2:29]1.[ClH:24].[cH:1]1[cH:2][c:3]([C:19](=[O:20])[O:21][CH2:22][CH3:23])[cH:4][c:5]2[c:6]3[cH:7][cH:8][c:9]4[cH:10][cH:11][cH:12][cH:13][c:14]4[c:15]3[cH:16][cH:17][c:18]12>>[cH:1]1[cH:2][c:3]([CH2:19][OH:20])[cH:4][c:5]2[c:6]3[cH:7][cH:8][c:9]4[cH:10][cH:11][cH:12][cH:13][c:14]4[c:15]3[cH:16][cH:17][c:18]12. As a reaction SMILES: [F:1][C:2]([c:3]1[cH:4][c:5]([CH2:6][N:7]2[C:8](=[O:26])[c:9]3[c:10]([n:15][c:16]([Cl:25])[cH:17][c:18]3-[c:19]3[cH:20][cH:21][cH:22][cH:23][cH:24]3)[O:11][CH2:12][CH2:13][CH2:14]2)[cH:27][c:28]([C:30]([F:31])([F:32])[F:33])[cH:29]1)([F:34])[F:35].[N:36]1([CH:41]2[CH2:42][CH2:43][NH:44][CH2:45][CH2:46]2)[CH2:37][CH2:38][CH2:39][CH2:40]1.[OH2:47]>>[F:1][C:2]([c:3]1[cH:4][c:5]([CH2:6][N:7]2[C:8](=[O:26])[c:9]3[c:10]([n:15][c:16]([N:44]4[CH2:43][CH2:42][CH:41]([N:36]5[CH2:37][CH2:38][CH2:39][CH2:40]5)[CH2:46][CH2:45]4)[cH:17][c:18]3-[c:19]3[cH:20][cH:21][cH:22][cH:23][cH:24]3)[O:11][CH2:12][CH2:13][CH2:14]2)[cH:27][c:28]([C:30]([F:31])([F:32])[F:33])[cH:29]1)([F:34])[F:35]. Starting materials: O=C1c2c(-c3ccccc3)cc(Cl)nc2OCCCN1Cc1cc(C(F)(F)F)cc(C(F)(F)F)c1, C1CCN(C2CCNCC2)C1, O. The product is O=C1c2c(-c3ccccc3)cc(N3CCC(N4CCCC4)CC3)nc2OCCCN1Cc1cc(C(F)(F)F)cc(C(F)(F)F)c1. Reactants: CC(=O)c1cccc(Br)c1, C1CCOC1, CC(C)(C)S(N)=O. The product is CC(=NS(=O)C(C)(C)C)c1cccc(Br)c1. Reaction SMILES: [Br:8][c:9]1[cH:10][c:11]([C:15]([CH3:16])=[O:17])[cH:12][cH:13][cH:14]1.[CH2:18]1[O:19][CH2:20][CH2:21][CH2:22]1.[CH3:1][C:2]([CH3:3])([CH3:4])[S:5](=[O:6])[NH2:7]>>[CH3:1][C:2]([CH3:3])([CH3:4])[S:5](=[O:6])[N:7]=[C:15]([c:11]1[cH:10][c:9]([Br:8])[cH:14][cH:13][cH:12]1)[CH3:16]. The reactants are C1(CC1)C=1C(=CC(=C(C(=O)OC(C)(C)C)C1)F)OCC12CCC(CC2C1)=O (tert-butyl 5-cyclopropyl-2-fluoro-4-((4-oxobicyclo[4.1.0]heptan-1-yl)methoxy)benzoate), [BH4-].[Na+] (sodium borohydride). The solvent is COCCOC (1,2- dimethoxyethane). Conditions: time 0.5 hour. Yields the product C1(CC1)C=1C(=CC(=C(C(=O)OC(C)(C)C)C1)F)OCC12CCC(CC2C1)O (tert-butyl 5-cyclopropyl-2-fluoro-4-((4-hydroxybicyclo-[4.1.0]heptan-1-yl)methoxy)benzoate). Yield: 20.3%. As a reaction SMILES: [CH:1]1([C:4]2[C:5]([O:18][CH2:19][C:20]34[CH2:26][CH:25]3[CH2:24][C:23](=[O:27])[CH2:22][CH2:21]4)=[CH:6][C:7]([F:17])=[C:8]([CH:16]=2)[C:9]([O:11][C:12]([CH3:15])([CH3:14])[CH3:13])=[O:10])[CH2:3][CH2:2]1.[BH4-].[Na+]>COCCOC>[CH:1]1([C:4]2[C:5]([O:18][CH2:19][C:20]34[CH2:26][CH:25]3[CH2:24][CH:23]([OH:27])[CH2:22][CH2:21]4)=[CH:6][C:7]([F:17])=[C:8]([CH:16]=2)[C:9]([O:11][C:12]([CH3:15])([CH3:14])[CH3:13])=[O:10])[CH2:3][CH2:2]1 |f:1.2|. Procedure details: To a solution of tert-butyl 5-cyclopropyl-2-fluoro-4-((4-oxobicyclo[4.1.0]heptan-1-yl)methoxy)benzoate (0.63 g, 1.70 mmol) was dissolved in 1,2- dimethoxyethane (5 mL), sodium borohydride (0.13 g, 3.40 mmol) was added. The reaction mixture was stirred for 0.5 hour and quenched with slow addition of water (5 mL) followed by ethyl acetate (10 mL). To this reaction mixture was added concentrated hydrochloride (37%, 1.0 mL) and stirred for 10 minutes. The organic layer was separated and the solvent ... Starting materials: BrCc1cc2ccccc2o1, [Li]C1(C(=O)OC(C)(C)C)CC1. The product is CC(C)(C)OC(=O)C1(Cc2cc3ccccc3o2)CC1. Reaction SMILES: [Br:1][CH2:2][c:3]1[o:4][c:5]2[c:6]([cH:7]1)[cH:8][cH:9][cH:10][cH:11]2.[C:12]([CH3:13])([CH3:14])([CH3:15])[O:16][C:17](=[O:18])[C:19]1([Li:22])[CH2:20][CH2:21]1>>[CH2:2]([c:3]1[o:4][c:5]2[c:6]([cH:7]1)[cH:8][cH:9][cH:10][cH:11]2)[C:19]1([C:17]([O:16][C:12]([CH3:13])([CH3:14])[CH3:15])=[O:18])[CH2:20][CH2:21]1.